This data is from the Open Reaction Database (ORD), a public repository of structured organic reaction records. The task is: describe an organic reaction: reactants, conditions, products, and yield Starting materials: CSC(=N)N, CN(C)C=O, O, NCC1(O)COc2ccccc2OC1, O=S(=O)(O)O. Yields the product N=C(N)NCC1(O)COc2ccccc2OC1, O=S(=O)(O)O. RXN SMILES: [CH3:20][S:21][C:22]([NH2:23])=[NH:24].[CH3:25][N:26]([CH3:27])[CH:28]=[O:29].[OH2:30].[OH:1][C:2]1([CH2:13][NH2:14])[CH2:3][O:4][c:5]2[c:6]([cH:9][cH:10][cH:11][cH:12]2)[O:7][CH2:8]1.[S:15](=[O:16])(=[O:17])([OH:18])[OH:19]>>[OH:1][C:2]1([CH2:13][NH:14][C:22](=[NH:23])[NH2:24])[CH2:3][O:4][c:5]2[c:6]([cH:9][cH:10][cH:11][cH:12]2)[O:7][CH2:8]1.[S:15](=[O:16])(=[O:17])([OH:18])[OH:19]. Reactants: [CH]Cl (cHCl), C(C1=CC=CC=C1)N(CC1COC(OC1)(C)C)CC1=CNC2=C1N=CNC2=O (7-((benzyl((2,2-dimethyl-1,3-dioxan-5-yl)methyl)amino)methyl)-3H-pyrrolo[3,2-d]pyrimidin-4(5H)-one). Solvent: CO (methanol). Product: CC1(OCC(CO1)CNCC1=CNC2=C1N=CNC2=O)C (7-(((2,2-dimethyl-1,3-dioxan-5-yl)methylamino)methyl)-3H-pyrrolo[3,2-d]pyrimidin-4(5H)-one). Isolated yield 49.6%. RXN SMILES: [CH]Cl.C([N:10]([CH2:20][C:21]1[C:25]2[N:26]=[CH:27][NH:28][C:29](=[O:30])[C:24]=2[NH:23][CH:22]=1)[CH2:11][CH:12]1[CH2:17][O:16][C:15]([CH3:19])([CH3:18])[O:14][CH2:13]1)C1C=CC=CC=1>CO>[CH3:18][C:15]1([CH3:19])[O:16][CH2:17][CH:12]([CH2:11][NH:10][CH2:20][C:21]2[C:25]3[N:26]=[CH:27][NH:28][C:29](=[O:30])[C:24]=3[NH:23][CH:22]=2)[CH2:13][O:14]1 |^3:0|. Procedure: cHCl was added to a stirred solution of 7-((benzyl((2,2-dimethyl-1,3-dioxan-5-yl)methyl)amino)methyl)-3H-pyrrolo[3,2-d]pyrimidin-4(5H)-one (50 mg, 131 μmol) in methanol (2 mL). After 0.5 h the reaction was concentrated in vacuo and co-distilled with methanol. The crude reaction was absorbed as a methanol solution onto silica gel and purified by chromatography on silica eluting with 20% 7N NH3/MeOH to afford, presumably, 7-(((2,2-dimethyl-1,3-dioxan-5-yl)methylamino)methyl)-3H-pyrrolo[3,2-d]pyrim... The reactants are NC=1C=CC=C2C=CC=NC12 (8-Aminoquinoline), BrCCCC#N (4-bromobutyronitrile), COCCO (2-methoxyethanol), 1-(8-quinolyl)-2-iminopyrrolidinone. Reagents/catalysts: O (water). Product: N1=CC=CC2=CC=CC(=C12)N1C(CCC1)=O (1-(8-quinolyl)-2-pyrrolidinone). Reaction SMILES: [NH2:1][C:2]1[CH:3]=[CH:4][CH:5]=[C:6]2[C:11]=1[N:10]=[CH:9][CH:8]=[CH:7]2.Br[CH2:13][CH2:14][CH2:15][C:16]#N.C[O:19]CCO>O>[N:10]1[C:11]2[C:6](=[CH:5][CH:4]=[CH:3][C:2]=2[N:1]2[CH2:16][CH2:15][CH2:14][C:13]2=[O:19])[CH:7]=[CH:8][CH:9]=1. Procedure details: 8-Aminoquinoline (2.0 g, 13.9 mmol) and 4-bromobutyronitrile (2.0 g, 13.9 mmol) were refluxed in 2-methoxyethanol (20 ml) for 24 hours under a nitrogen atmosphere. A few drops of water were added to hydrolyze the 1-(8-quinolyl)-2-iminopyrrolidinone produced, and the mixture was evaporated under vacuum. The residual oil was triturated with diethyl ether (50 ml) and decanted. Upon standing at ambient temperature the ether solution deposited 0.65 g of 1-(8-quinolyl)-2-pyrrolidinone, (m.p. 119°-121°... Starting materials: NO (Hydroxylamine), C(\C=C/C(=O)OCC)(=O)OCC (diethyl maleate). Solvent: ClCCl (Dichloromethane). Run at time 30 minute. The product is ON[C@@H](CC(=O)OCC)C(=O)OCC (diethyl N-hydroxyaspartate). The yield is 89.6%. Reaction SMILES: [NH2:1][OH:2].[C:3]([O:12][CH2:13][CH3:14])(=[O:11])/[CH:4]=[CH:5]\[C:6]([O:8][CH2:9][CH3:10])=[O:7]>ClCCl>[OH:2][NH:1][C@H:5]([C:6]([O:8][CH2:9][CH3:10])=[O:7])[CH2:4][C:3]([O:12][CH2:13][CH3:14])=[O:11]. Procedure details: Hydroxylamine free base (50% aqueous solution, 45.0 g, 0.68 mol) was added dropwise to diethyl maleate (100.0 g, 0.56 mol) under nitrogen. The reaction temperature was maintained below 55° C. with an ice bath. The mixture was stirred for 30 minutes. Dichloromethane (100 ml) was added to the reaction mixture and the organic layer was collected and dried using anhydrous magnesium sulfate. The organic layer was concentrated under reduced pressure to give crude diethyl N-hydroxyaspartate (103 g, 89%... Reactants: C(C)OC(C(C)C1=CC(=CC(=C1)C(F)(F)F)OCC1=CC=CC=C1)=O (2-(3-Benzyloxy-5-trifluoromethyl-phenyl)-propionic acid ethyl ester), CO (MeOH), [Li+].[OH-] (LiOH), Cl (HCl). Solvent: O (H2O), C1CCOC1 (THF). Yields the product C(C1=CC=CC=C1)OC=1C=C(C=C(C1)C(F)(F)F)C(C(=O)O)C (2-(3-Benzyloxy-5-trifluoromethyl-phenyl)propionic acid). RXN SMILES: C([O:3][C:4](=[O:25])[CH:5]([C:7]1[CH:12]=[C:11]([C:13]([F:16])([F:15])[F:14])[CH:10]=[C:9]([O:17][CH2:18][C:19]2[CH:24]=[CH:23][CH:22]=[CH:21][CH:20]=2)[CH:8]=1)[CH3:6])C.CO.[Li+].[OH-].Cl>O.C1COCC1>[CH2:18]([O:17][C:9]1[CH:8]=[C:7]([CH:5]([CH3:6])[C:4]([OH:25])=[O:3])[CH:12]=[C:11]([C:13]([F:15])([F:16])[F:14])[CH:10]=1)[C:19]1[CH:20]=[CH:21][CH:22]=[CH:23][CH:24]=1 |f:2.3|. Procedure: 2-(3-Benzyloxy-5-trifluoromethyl-phenyl)-propionic acid ethyl ester (1.4 g, 4.0 mmol) in 2:2:1 MeOH:THF:H2O was treated with 1N aqueous LiOH (3 mL) at room temperature overnight. The mixture was acidified with 10% aqueous HCl and extracted three times with EtOAc. The combined organic layers were concentrated and purified by silica gel chromatography to give the title compound.